This data is from the Open Reaction Database (ORD), a public repository of structured organic reaction records. The task is: describe an organic reaction: reactants, conditions, products, and yield The reactants are C(C)[SiH](CC)CC (Triethylsilane), C(C)OC(=O)C=1NC=C(C1)C(CC1=CC=C(C=C1)F)=O (4-[2-(4-fluorophenyl)-acetyl]-1H-pyrrole-2-carboxylic acid ethyl ester). Run in FC(C(=O)O)(F)F (trifluoroacetic acid). The product is C(C)OC(=O)C=1NC=C(C1)CCC1=CC=C(C=C1)F (4-[2-(4-fluorophenyl)-ethyl]-1H-pyrrole-2-carboxylic acid ethyl ester). Isolated yield 57.0%. As a reaction SMILES: C([SiH](CC)CC)C.[CH2:8]([O:10][C:11]([C:13]1[NH:14][CH:15]=[C:16]([C:18](=O)[CH2:19][C:20]2[CH:25]=[CH:24][C:23]([F:26])=[CH:22][CH:21]=2)[CH:17]=1)=[O:12])[CH3:9]>FC(F)(F)C(O)=O>[CH2:8]([O:10][C:11]([C:13]1[NH:14][CH:15]=[C:16]([CH2:18][CH2:19][C:20]2[CH:21]=[CH:22][C:23]([F:26])=[CH:24][CH:25]=2)[CH:17]=1)=[O:12])[CH3:9]. Procedure details: Triethylsilane (3.84 mL, 24.1 mmol) was added to a stirring, room temperature solution of 71 (2.1400 g, 7.77 mmol) in trifluoroacetic acid (TFA) (18.5 mL, 0.42 M) under N2. When the reaction was judged complete by HPLC, the TFA was removed under vacuum, and the crude product was taken up in EtOAc, washed with brine, dried with Na2SO4, filtered, concentrated, and purified by preparative reverse phase HPLC with the following conditions: 0 to 12 min, 35:65 H2O:CH3CN; 14-15 min, 35:65 to 0:100 H2O:C... Starting materials: Cl.C1(=CC=CC=C1)/C(=C(\CCO)/C1=CC=CC=C1)/C1=CC=C(C=C1)OCCNC ((Z)-1,2-diphenyl-1-[4-[2-(N-methylamino)ethoxy]phenyl]-1-buten-4-ol hydrochloride), C1(=CC=CC=C1)P(C1=CC=CC=C1)C1=CC=CC=C1 (triphenyl phosphine), C(Cl)(Cl)(Cl)Cl (carbon tetrachloride). Solvent: C(C)#N (acetonitrile). The product is ClCCC(=C(C1=CC=C(C=C1)OCCNC)C1=CC=CC=C1)C1=CC=CC=C1 (4-chloro-1,2-diphenyl-1-[4-[2-(N-methylamino)ethoxy]phenyl]1-butene). Reaction SMILES: Cl.[C:2]1(/[C:8](/[C:19]2[CH:24]=[CH:23][C:22]([O:25][CH2:26][CH2:27][NH:28][CH3:29])=[CH:21][CH:20]=2)=[C:9](/[C:13]2[CH:18]=[CH:17][CH:16]=[CH:15][CH:14]=2)\[CH2:10]CO)[CH:7]=[CH:6][CH:5]=[CH:4][CH:3]=1.C1(P(C2C=CC=CC=2)C2C=CC=CC=2)C=CC=CC=1.[C:49]([Cl:53])(Cl)(Cl)Cl>C(#N)C>[Cl:53][CH2:49][CH2:10][C:9]([C:13]1[CH:14]=[CH:15][CH:16]=[CH:17][CH:18]=1)=[C:8]([C:2]1[CH:3]=[CH:4][CH:5]=[CH:6][CH:7]=1)[C:19]1[CH:24]=[CH:23][C:22]([O:25][CH2:26][CH2:27][NH:28][CH3:29])=[CH:21][CH:20]=1 |f:0.1|. Procedure details: A mixture containing 41.0 g of (Z)-1,2-diphenyl-1-[4-[2-(N-methylamino)ethoxy]phenyl]-1-buten-4-ol hydrochloride, 57.4 g of triphenyl phosphine, 61.6 g of carbon tetrachloride and 500 ml of acetonitrile is refluxed for 1 h. On cooling the product crystallizes out and is collected for filtration. The yield of the hydrochloride is 25.3 g (59%) and m.p. 206°-8° C. The base is liberated from its salt by conventional means giving an oil. Starting materials: O (Water), BrCC(=O)C1=C(C=CC=C1)F (2-bromo-1-(2-fluorophenyl)ethanone), NC(=S)C1CCN(CC1)C(=O)OC(C)(C)C (tert-butyl 4-(aminocarbonothioyl)piperidine-1-carboxylate), C([O-])([O-])=O.[K+].[K+] (potassium carbonate). Run in CN(C=O)C (dimethylformamide). The product is FC1=C(C=CC=C1)C=1N=C(SC1)C1CCN(CC1)C(=O)OC(C)(C)C (tert-Butyl 4-[4-(2-fluorophenyl)-1,3-thiazol-2-yl]piperidine-1-carboxylate). Isolated yield 26.4%. As a reaction SMILES: Br[CH2:2][C:3]([C:5]1[CH:10]=[CH:9][CH:8]=[CH:7][C:6]=1[F:11])=O.[NH2:12][C:13]([CH:15]1[CH2:20][CH2:19][N:18]([C:21]([O:23][C:24]([CH3:27])([CH3:26])[CH3:25])=[O:22])[CH2:17][CH2:16]1)=[S:14].C(=O)([O-])[O-].[K+].[K+].O>CN(C)C=O>[F:11][C:6]1[CH:7]=[CH:8][CH:9]=[CH:10][C:5]=1[C:3]1[N:12]=[C:13]([CH:15]2[CH2:20][CH2:19][N:18]([C:21]([O:23][C:24]([CH3:27])([CH3:26])[CH3:25])=[O:22])[CH2:17][CH2:16]2)[S:14][CH:2]=1 |f:2.3.4|. Procedure details: A solution of 2-bromo-1-(2-fluorophenyl)ethanone (977 mg, 4.50 mmol), tert-butyl 4-(aminocarbonothioyl)piperidine-1-carboxylate (1.0 g, 4.09 mmol) and potassium carbonate (1.13 g, 8.18 mmol) in dimethylformamide (30 ml) was stirred at 110° C. for 1 hour. Water was poured into the reaction solution, and the mixture was extracted with ethyl acetate. The extract was washed with water and dried over anhydrous magnesium sulfate, and the solvent was distilled off under reduced pressure. The residue wa... Starting materials: N#CCBr, CC[N+](CC)(CC)Cc1ccccc1, Cc1ccccc1, CN(C)C=O, Cc1ccc(S(=O)[O-])cc1, [Cl-], [Na+]. Product: Cc1ccc(S(=O)(=O)CC#N)cc1. RXN SMILES: [Br:1][CH2:2][C:3]#[N:4].[CH2:17]([N+:18]([CH2:19][CH3:20])([CH2:21][CH3:22])[CH2:23][CH3:24])[c:25]1[cH:26][cH:27][cH:28][cH:29][cH:30]1.[CH3:31][c:32]1[cH:33][cH:34][cH:35][cH:36][cH:37]1.[CH3:38][N:39]([CH3:40])[CH:41]=[O:42].[CH3:5][c:6]1[cH:7][cH:8][c:9]([S:12](=[O:13])[O-:14])[cH:10][cH:11]1.[Cl-:16].[Na+:15]>>[CH2:2]([C:3]#[N:4])[S:12]([c:9]1[cH:8][cH:7][c:6]([CH3:5])[cH:11][cH:10]1)(=[O:13])=[O:14]. The reactants are NC=1C=CC(=NC1)C1=CC=C(C=C1)C12COC(CC1)(CC2)CC(=O)OC (methyl 2-(4-(4-(5-aminopyridin-2-yl)phenyl)-2-oxabicyclo[2.2.2]octan-1-yl)acetate), C(C1=CC=CC=C1)O (benzyl alcohol). Reagents/catalysts: CC([O-])C.[Ti+4].CC([O-])C.CC([O-])C.CC([O-])C (titanium(IV) isopropoxide). Run at temperature 130 celsius. Yields the product NC=1C=CC(=NC1)C1=CC=C(C=C1)C12COC(CC1)(CC2)CC(=O)OCC2=CC=CC=C2 (Benzyl 2-(4-(4-(5-aminopyridin-2-yl)phenyl)-2-oxabicyclo[2.2.2]octan-1-yl)acetate). Isolated yield 43.0%. Reaction SMILES: [NH2:1][C:2]1[CH:3]=[CH:4][C:5]([C:8]2[CH:13]=[CH:12][C:11]([C:14]34[CH2:21][CH2:20][C:17]([CH2:22][C:23]([O:25][CH3:26])=[O:24])([CH2:18][CH2:19]3)[O:16][CH2:15]4)=[CH:10][CH:9]=2)=[N:6][CH:7]=1.C(O)[C:28]1[CH:33]=[CH:32][CH:31]=[CH:30][CH:29]=1>CC(C)[O-].[Ti+4].CC(C)[O-].CC(C)[O-].CC(C)[O-]>[NH2:1][C:2]1[CH:3]=[CH:4][C:5]([C:8]2[CH:9]=[CH:10][C:11]([C:14]34[CH2:19][CH2:18][C:17]([CH2:22][C:23]([O:25][CH2:26][C:28]5[CH:33]=[CH:32][CH:31]=[CH:30][CH:29]=5)=[O:24])([CH2:20][CH2:21]3)[O:16][CH2:15]4)=[CH:12][CH:13]=2)=[N:6][CH:7]=1 |f:2.3.4.5.6|. Reported procedure: To a mixture of methyl 2-(4-(4-(5-aminopyridin-2-yl)phenyl)-2-oxabicyclo[2.2.2]octan-1-yl)acetate (286 mg, 0.812 mmol) in neat benzyl alcohol (6 mL, 57.9 mmol) was added titanium(IV) isopropoxide (1.5 mL, 5.12 mmol) and 4 A molecular sieves (5 g, 0.812 mmol). The reaction mixture was heated at 130° C. overnight. The reaction was quenched by saturated NaHCO3 and was extracted with EtOAc. The combined organic layer was filtered and washed with brine and dried over anhydrous sodium sulfate, filtere... The reactants are CCOC(=O)c1cnc2cc(C(F)(F)F)ccc2c1OCCCCCOc1coc(COS(C)(=O)=O)cc1=O, CN1CCNCC1, ClCCl. Product: CCOC(=O)c1cnc2cc(C(F)(F)F)ccc2c1OCCCCCOc1coc(CN2CCN(C)CC2)cc1=O. Reaction SMILES: [CH2:1]([CH3:2])[O:3][C:4](=[O:5])[c:6]1[cH:7][n:8][c:9]2[cH:10][c:11]([C:36]([F:37])([F:38])[F:39])[cH:12][cH:13][c:14]2[c:15]1[O:16][CH2:17][CH2:18][CH2:19][CH2:20][CH2:21][O:22][c:23]1[cH:24][o:25][c:26]([CH2:30][O:31][S:32]([CH3:33])(=[O:34])=[O:35])[cH:27][c:28]1=[O:29].[CH3:40][N:41]1[CH2:42][CH2:43][NH:44][CH2:45][CH2:46]1.[Cl:47][CH2:48][Cl:49]>>[CH2:1]([CH3:2])[O:3][C:4](=[O:5])[c:6]1[cH:7][n:8][c:9]2[cH:10][c:11]([C:36]([F:37])([F:38])[F:39])[cH:12][cH:13][c:14]2[c:15]1[O:16][CH2:17][CH2:18][CH2:19][CH2:20][CH2:21][O:22][c:23]1[cH:24][o:25][c:26]([CH2:30][N:44]2[CH2:43][CH2:42][N:41]([CH3:40])[CH2:46][CH2:45]2)[cH:27][c:28]1=[O:29].